describe an organic reaction: reactants, conditions, products, and yield From a dataset of the Open Reaction Database (ORD), a public repository of structured organic reaction records. Run in ClCCl (dichloromethane). Isolated yield 95.0%. Reaction conditions: time 6 day. The product is C(/C1=CC=CC=C1)=N\C1=C2COC(C2=CC=C1)=O ((E)-4-(benzylideneamino)isobenzofuran-1(3H)-one). Reactants: C(C1=CC=CC=C1)=O (benzaldehyde), S(=O)(=O)([O-])[O-].[Na+].[Na+] (sodium sulfate), NC1=C2COC(C2=CC=C1)=O (4-aminoisobenzofuran-1(3H)-one). Reaction SMILES: [CH:1](=O)[C:2]1[CH:7]=[CH:6][CH:5]=[CH:4][CH:3]=1.S([O-])([O-])(=O)=O.[Na+].[Na+].[NH2:16][C:17]1[CH:25]=[CH:24][CH:23]=[C:22]2[C:18]=1[CH2:19][O:20][C:21]2=[O:26]>ClCCl>[CH:1](=[N:16]/[C:17]1[CH:25]=[CH:24][CH:23]=[C:22]2[C:18]=1[CH2:19][O:20][C:21]2=[O:26])\[C:2]1[CH:7]=[CH:6][CH:5]=[CH:4][CH:3]=1 |f:1.2.3|. Reported procedure: To a stirred mixture of benzaldehyde (1.91 g, 18 mmol) and anhydrous sodium sulfate (21.3 g, 150 mmol) in anhydrous dichloromethane (100 mL) was added 4-aminoisobenzofuran-1(3H)-one (2.24 g, 15 mmol) at 0° C. After the addition, the mixture was stirred at room temperature for 6 days. The mixture was filtered and the cake was washed with dichloromethane (50 mL×3). The filtrate was concentrated to give crude product. The crude product was washed with petroleum ether to give (E)-4-(benzylideneamino... Starting materials: O=C([O-])O, CN(C)C=O, Fc1ccc2c(CCCCl)noc2c1, Fc1c(F)c(F)c(OC2CCNCC2)c(F)c1F, [I-], [K+], [Na+], O. Yields the product Fc1ccc2c(CCCN3CCC(Oc4c(F)c(F)c(F)c(F)c4F)CC3)noc2c1. Reaction SMILES: [C:1](=[O:2])([OH:3])[O-:4].[CH3:40][N:41]([CH3:42])[CH:43]=[O:44].[Cl:26][CH2:27][CH2:28][CH2:29][c:30]1[n:31][o:32][c:33]2[c:34]1[cH:35][cH:36][c:37]([F:39])[cH:38]2.[F:8][c:9]1[c:10]([O:11][CH:12]2[CH2:13][CH2:14][NH:15][CH2:16][CH2:17]2)[c:18]([F:25])[c:19]([F:24])[c:20]([F:23])[c:21]1[F:22].[I-:7].[K+:6].[Na+:5].[OH2:45]>>[F:8][c:9]1[c:10]([O:11][CH:12]2[CH2:13][CH2:14][N:15]([CH2:27][CH2:28][CH2:29][c:30]3[n:31][o:32][c:33]4[c:34]3[cH:35][cH:36][c:37]([F:39])[cH:38]4)[CH2:16][CH2:17]2)[c:18]([F:25])[c:19]([F:24])[c:20]([F:23])[c:21]1[F:22]. The reactants are Br.Br.C1(=CC=C(C=C1)S(=O)(=O)N1CCNCCNCC1)C (N-(p-toluenesulfonyl)-1,4,7-triazacyclononane dihydrobromide), C(=O)([O-])[O-].[K+].[K+] (K2CO3), ClC(=O)OCC1=CC=CC=C1 (benzyl chloroformate). The product is C1(=CC=C(C=C1)S(=O)(=O)N1CCN(CCN(CC1)C(=O)OCC1=CC=CC=C1)C(=O)OCC1=CC=CC=C1)C (N-(p-Toluenesulfonyl)-N′,N″-Bis-(benzyloxycarbonyl)-1,4,7-triazacyclononane). Reaction SMILES: Br.Br.[C:3]1([CH3:21])[CH:8]=[CH:7][C:6]([S:9]([N:12]2[CH2:20][CH2:19][NH:18][CH2:17][CH2:16][NH:15][CH2:14][CH2:13]2)(=[O:11])=[O:10])=[CH:5][CH:4]=1.[C:22]([O-:25])([O-:24])=O.[K+].[K+].Cl[C:29]([O:31][CH2:32][C:33]1[CH:38]=[CH:37][CH:36]=[CH:35][CH:34]=1)=[O:30]>>[C:3]1([CH3:21])[CH:4]=[CH:5][C:6]([S:9]([N:12]2[CH2:13][CH2:14][N:15]([C:22]([O:25][CH2:21][C:3]3[CH:8]=[CH:7][CH:6]=[CH:5][CH:4]=3)=[O:24])[CH2:16][CH2:17][N:18]([C:29]([O:31][CH2:32][C:33]3[CH:38]=[CH:37][CH:36]=[CH:35][CH:34]=3)=[O:30])[CH2:19][CH2:20]2)(=[O:10])=[O:11])=[CH:7][CH:8]=1 |f:0.1.2,3.4.5|. Procedure details: From N-(p-toluenesulfonyl)-1,4,7-triazacyclononane dihydrobromide (1.3.13.31), K2CO3 and benzyl chloroformate. Starting materials: C(C)OC(=O)C1=CC=C(C=C1)B(O)O (4-(ethoxycarbonyl)phenylboronic acid), COC(=O)C1=CC=C(C=C1)B(O)O (4-(methoxycarbonyl)phenylboronic acid), C(C)(C)(C)OC(=O)N/C=1/C\C(=C/C2=C(\N1)C=C(C=C2)C2=CC=C(C(=O)OCC)C=C2)\C(N(CCC)CCCO[Si](C)(C)C(C)(C)C)=O (Ethyl 4-((1E,4E)-2-(tert-butoxycarbonylamino)-4-((3-(tert-butyldimethylsilyloxy)propyl)(propyl)carbamoyl)-3H-benzo[b]azepin-8-yl)benzoate), C(C)OC(=O)C1=CC=C(C=C1)B(O)O (4-(ethoxycarbonyl)phenylboronic acid), NC=1CC(=CC2=C(N1)C=C(C=C2)Br)C(=O)N(CCC)CCC (2-amino-8-bromo-N,N-dipropyl-3H-benzo[b]azepine-4-carboxamide), N/C=1/C\C(=C/C2=C(\N1)C=C(C=C2)Br)\C(=O)N(CCC)CCC ((1E,4E)-2-amino-8-bromo-N,N-dipropyl-3H-benzo[b]azepine-4-carboxamide), COC(=O)C1=CC=C(C=C1)B(O)O (4-(methoxycarbonyl)phenylboronic acid), C([O-])([O-])=O.[K+].[K+] (potassium carbonate). Reagents/catalysts: C=1C=CC(=CC1)[P](C=2C=CC=CC2)(C=3C=CC=CC3)[Pd]([P](C=4C=CC=CC4)(C=5C=CC=CC5)C=6C=CC=CC6)([P](C=7C=CC=CC7)(C=8C=CC=CC8)C=9C=CC=CC9)[P](C=1C=CC=CC1)(C=1C=CC=CC1)C=1C=CC=CC1 (tetrakis(triphenylphosphine)palladium(0)). The solvent is C(=O)(C(F)(F)F)O (TFA), CCOC(=O)C (EtOAc), ClCCl (dichloromethane), C(C)#N (acetonitrile). Run at temperature 100 celsius, time 1 hour. Product: N/C=1/C\C(=C/C2=C(\N1)C=C(C=C2)C2=CC=C(C=C2)CC(=O)OCC2CC2)\C(N(CCC)CCCO)=O (Cyclopropylmethyl 2-(4-((1E,4E)-2-amino-4-((3-hydroxypropyl)(propyl)carbamoyl)-3H-benzo[b]azepin-8-yl)phenyl)acetate), C(C1=CC=CC=C1)(=O)[O-] (benzoate). Isolated yield 44.0%. Reaction SMILES: C(OC([C:6]1[CH:11]=[CH:10][C:9](B(O)O)=CC=1)=O)C.NC1CC(C(N(CCC)CCC)=O)=CC2C=CC(Br)=CC=2N=1.C[O:38][C:39]([C:41]1[CH:46]=[CH:45][C:44](B(O)O)=[CH:43][CH:42]=1)=[O:40].[C:50](=[O:53])([O-])[O-:51].[K+].[K+].C(OC([NH:63][C:64]1[CH2:65][C:66]([C:86](=[O:102])[N:87]([CH2:91][CH2:92][CH2:93][O:94][Si](C(C)(C)C)(C)C)[CH2:88][CH2:89][CH3:90])=[CH:67][C:68]2[CH:74]=[CH:73][C:72]([C:75]3[CH:85]=[CH:84][C:78]([C:79](OCC)=O)=[CH:77][CH:76]=3)=[CH:71][C:69]=2[N:70]=1)=O)(C)(C)C>C(#N)C.CCOC(C)=O.ClCCl.C(O)(C(F)(F)F)=O.C1C=CC([P]([Pd]([P](C2C=CC=CC=2)(C2C=CC=CC=2)C2C=CC=CC=2)([P](C2C=CC=CC=2)(C2C=CC=CC=2)C2C=CC=CC=2)[P](C2C=CC=CC=2)(C2C=CC=CC=2)C2C=CC=CC=2)(C2C=CC=CC=2)C2C=CC=CC=2)=CC=1>[NH2:63][C:64]1[CH2:65][C:66]([C:86](=[O:102])[N:87]([CH2:91][CH2:92][CH2:93][OH:94])[CH2:88][CH2:89][CH3:90])=[CH:67][C:68]2[CH:74]=[CH:73][C:72]([C:75]3[CH:76]=[CH:77][C:78]([CH2:79][C:50]([O:51][CH2:9][CH:10]4[CH2:6][CH2:11]4)=[O:53])=[CH:84][CH:85]=3)=[CH:71][C:69]=2[N:70]=1.[C:39]([O-:40])(=[O:38])[C:41]1[CH:46]=[CH:45][CH:44]=[CH:43][CH:42]=1 |f:3.4.5,^1:125,127,146,165|. Reported procedure: Cyclopropylmethyl 2-(4-((1E,4E)-2-amino-4-((3-hydroxypropyl)(propyl)carbamoyl)-3H-benzo[b]azepin-8-yl)phenyl)acetate (31%) was prepared as follows, substituting cyclopropylmethyl 2-(4-(4,4,5,5-tetramethyl-1,3,2-dioxaborolan-2-yl)phenyl)acetate for 4-(ethoxycarbonyl)phenylboronic acid. Ethyl 4-((1E,4E)-2-(tert-butoxycarbonylamino)-4-(3-(tert-butyldimethylsilyloxy)propyl)(propyl)carbamoyl)-3H-benzo[b]azepin-8-yl)benzoate (44%) was prepared as follows, substituting tert-butyl (1E,4E)-8-bromo-4-((3-...